Dataset: the Open Reaction Database (ORD), a public repository of structured organic reaction records. Task: describe an organic reaction: reactants, conditions, products, and yield Starting materials: [OH-].[Na+] (sodium hydroxide), CO (methanol), ClC=1C(NN=C(C1NCC1=CC(=C(C=C1)OC)OC)OCCCCCC(=O)OC)=O (4-chloro-5-(3,4-dimethoxybenzylamino)-6-(5-methoxycarbonylpentyloxy)-3(2H)-pyridazinone). Run in O (water). Reaction conditions: time 1 hour. Yields the product ClC=1C(NN=C(C1NCC1=CC(=C(C=C1)OC)OC)OCCCCCC(=O)O)=O (4-Chloro-5-(3,4-dimethoxybenzylamino)-6-(5-carboxypentyloxy)-3(2H)-pyridazinone). RXN SMILES: [Cl:1][C:2]1[C:3](=[O:30])[NH:4][N:5]=[C:6]([O:20][CH2:21][CH2:22][CH2:23][CH2:24][CH2:25][C:26]([O:28]C)=[O:27])[C:7]=1[NH:8][CH2:9][C:10]1[CH:15]=[CH:14][C:13]([O:16][CH3:17])=[C:12]([O:18][CH3:19])[CH:11]=1.[OH-].[Na+].CO>O>[Cl:1][C:2]1[C:3](=[O:30])[NH:4][N:5]=[C:6]([O:20][CH2:21][CH2:22][CH2:23][CH2:24][CH2:25][C:26]([OH:28])=[O:27])[C:7]=1[NH:8][CH2:9][C:10]1[CH:15]=[CH:14][C:13]([O:16][CH3:17])=[C:12]([O:18][CH3:19])[CH:11]=1 |f:1.2|. Procedure details: A mixture comprising 240 mg of 4-chloro-5-(3,4-dimethoxybenzylamino)-6-(5-methoxycarbonylpentyloxy)-3(2H)-pyridazinone (Compound No. 1) prepared in Preparation Example 1, 65 mg of sodium hydroxide, 10 ml of methanol and 1 ml of water, was stirred at 60°-70° C. for 1 hour. After the reaction liquor was evaporated under reduced pressure, water was poured to the residue, and the resultant solution was adjusted to pH 1-2 with dilute hydrochloric acid, whereupon the product was extracted with chlorfo... Starting materials: CC(C)(C)OC(=O)NC1=NC2=C(S1)C=C(C=C2)N (6-aminobenzothiazol-2-yl tert-butyl carbamate), CC(C)(C)OC(=O)NC1=NC2=C(S1)C=C(C=C2)N (6-aminobenzothiazol-2-yl tert-butyl carbamate), ClC1=C(C=C(C=C1)N=C=O)C(F)(F)F (4-chloro-3-(trifluoromethyl)phenyl isocyanate), CN(C=O)C (dimethylformamide), FC(C(=O)O)(F)F (trifluoroacetic acid). Solvent: O (Water), ClCCl (dichloromethane). Reaction conditions: time 8 hour. The product is NC=1SC2=C(N1)C=CC(=C2)NC(=O)NC2=CC(=C(C=C2)Cl)C(F)(F)F (1-(2-Aminobenzothiazol-6-yl)-3-(4-chloro-3-trifluoromethylphenyl) urea). Reaction SMILES: CC(OC([NH:8][C:9]1[S:13][C:12]2[CH:14]=[C:15]([NH2:18])[CH:16]=[CH:17][C:11]=2[N:10]=1)=O)(C)C.[Cl:19][C:20]1[CH:25]=[CH:24][C:23]([N:26]=[C:27]=[O:28])=[CH:22][C:21]=1[C:29]([F:32])([F:31])[F:30].CN(C)C=O.FC(F)(F)C(O)=O>ClCCl.O>[NH2:8][C:9]1[S:13][C:12]2[CH:14]=[C:15]([NH:18][C:27]([NH:26][C:23]3[CH:24]=[CH:25][C:20]([Cl:19])=[C:21]([C:29]([F:31])([F:30])[F:32])[CH:22]=3)=[O:28])[CH:16]=[CH:17][C:11]=2[N:10]=1. Procedure details: A mixture of 6-aminobenzothiazol-2-yl tert-butyl carbamate (Intermediate 4, 0.796 g, 3.0 mmol), 4-chloro-3-(trifluoromethyl)phenyl isocyanate (0.731 g, 3.3 mmol) and dimethylformamide (80 mL) was stirred overnight at r.t. Water was added, the resulting precipitate was filtered off, washed thoroughly with water and dried. The so obtained material was suspended in dichloromethane (15 mL) and trifluoroacetic acid (15 mL) was added. After stirring for 1.5 h at r.t., the volatiles were removed in vac... Reactants: N1(CCNCC1)C=1C=CC=2N(N1)C(=NN2)C(F)(F)F (6-(piperazin-1-yl)-3-(trifluoromethyl)-[1,2,4]triazolo[4,3-b]pyridazine), C(CC)C1=CC=C(C=O)C=C1 (4-propylbenzaldehyde). The product is C(CC)C1=CC=C(C=C1)CN1CCN(CC1)C=1C=CC=2N(N1)C(=NN2)C(F)(F)F (6-[4-[(4-propylphenyl)methyl]piperazin-1-yl]-3-(trifluoromethyl)-[1,2,4]triazolo[4,3-b]pyridazine). As a reaction SMILES: [N:1]1([C:7]2[CH:8]=[CH:9][C:10]3[N:11]([C:13]([C:16]([F:19])([F:18])[F:17])=[N:14][N:15]=3)[N:12]=2)[CH2:6][CH2:5][NH:4][CH2:3][CH2:2]1.[CH2:20]([C:23]1[CH:30]=[CH:29][C:26]([CH:27]=O)=[CH:25][CH:24]=1)[CH2:21][CH3:22]>>[CH2:20]([C:23]1[CH:30]=[CH:29][C:26]([CH2:27][N:4]2[CH2:3][CH2:2][N:1]([C:7]3[CH:8]=[CH:9][C:10]4[N:11]([C:13]([C:16]([F:17])([F:18])[F:19])=[N:14][N:15]=4)[N:12]=3)[CH2:6][CH2:5]2)=[CH:25][CH:24]=1)[CH2:21][CH3:22]. Reported procedure: Reductive amination of 6-(piperazin-1-yl)-3-(trifluoromethyl)-[1,2,4]triazolo[4,3-b]pyridazine with 4-propylbenzaldehyde was carried out according to General Synthetic Method 7. The crude product was purified by hplc using a Waters XBridge Prep C18 OBD column, 5μ silica, 30 mm diameter, 100 mm length eluted with decreasingly polar mixtures of water (containing 0.1% aqueous ammonia) and acetonitrile as eluents to give 6-[4-[(4-propylphenyl)methyl]piperazin-1-yl]-3-(trifluoromethyl)-[1,2,4]triazol... Starting materials: C(C)(C)C1=CC=C(CO)C=C1 (4-isopropylbenzyl alcohol), Cl.NCC(CCC(=O)O)=O (5-amino-4-oxopentanoic acid hydrochloride). Reaction conditions: time 2 day. Yields the product Cl.NCC(CCC(=O)OCC1=CC=C(C=C1)C(C)C)=O (4-Isopropylbenzyl 5-amino-4-oxopentanoate Hydrochloride). As a reaction SMILES: [CH:1]([C:4]1[CH:11]=[CH:10][C:7]([CH2:8][OH:9])=[CH:6][CH:5]=1)([CH3:3])[CH3:2].[ClH:12].[NH2:13][CH2:14][C:15](=[O:21])[CH2:16][CH2:17][C:18](O)=[O:19]>>[ClH:12].[NH2:13][CH2:14][C:15](=[O:21])[CH2:16][CH2:17][C:18]([O:9][CH2:8][C:7]1[CH:6]=[CH:5][C:4]([CH:1]([CH3:3])[CH3:2])=[CH:11][CH:10]=1)=[O:19] |f:1.2,3.4|. Procedure details: From 4-isopropylbenzyl alcohol (5.0 ml) and 5-amino-4-oxopentanoic acid hydrochloride (1.0 g; 6.0 mmol). The reaction was complete after 2 days. The yield was 1.0 g (56%). Starting materials: ClCCCl, C1CCOC1, COC(=O)CCCCCCC(=O)C(F)(F)F, CN(C)c1ccncc1, ClCCl, Cl, [Li+], Nc1ccccc1, [OH-], O, O. Yields the product O=C(CCCCCCC(=O)C(F)(F)F)Nc1ccccc1. Reaction SMILES: [CH2:21]([Cl:22])[CH2:23][Cl:24].[CH2:32]1[O:33][CH2:34][CH2:35][CH2:36]1.[CH3:1][O:2][C:3]([CH2:4][CH2:5][CH2:6][CH2:7][CH2:8][CH2:9][C:10]([C:11]([F:12])([F:13])[F:14])=[O:15])=[O:16].[CH3:38][N:39]([c:40]1[cH:41][cH:42][n:43][cH:44][cH:45]1)[CH3:46].[Cl:47][CH2:48][Cl:49].[ClH:20].[Li+:18].[NH2:25][c:26]1[cH:27][cH:28][cH:29][cH:30][cH:31]1.[OH-:17].[OH2:19].[OH2:37]>>[C:3]([CH2:4][CH2:5][CH2:6][CH2:7][CH2:8][CH2:9][C:10]([C:11]([F:12])([F:13])[F:14])=[O:15])(=[O:16])[NH:25][c:26]1[cH:27][cH:28][cH:29][cH:30][cH:31]1. As a reaction SMILES: [OH:21][c:22]1[cH:23][c:24]2[c:25]([cH:29][cH:30]1)[CH2:26][CH2:27][O:28]2.[c:1]1([CH3:2])[cH:3][cH:4][c:5]([S:6]([O:7][CH:11]([CH2:12][CH2:13][CH:14]=[C:15]([CH2:16][CH3:17])[CH3:18])[CH3:19])(=[O:8])=[O:9])[cH:10][cH:20]1>>[CH:11]([CH2:12][CH2:13][CH:14]=[C:15]([CH2:16][CH3:17])[CH3:18])([CH3:19])[O:21][c:22]1[cH:23][c:24]2[c:25]([cH:29][cH:30]1)[CH2:26][CH2:27][O:28]2. Starting materials: Oc1ccc2c(c1)OCC2, CCC(C)=CCCC(C)OS(=O)(=O)c1ccc(C)cc1. The product is CCC(C)=CCCC(C)Oc1ccc2c(c1)OCC2. The reactants are [Si](C)(C)(C(C)(C)C)O[C@@H]1C=C2C=C[C@@H]([C@@H]([C@H]2[C@H](C1)OC(C(C)OC1=CC=CC=C1)=O)CC[C@@H]1C[C@H](CC(O1)=O)O[Si](C)(C)C(C)(C)C)C ((4R,6R)-6-([1S,2S,6S,8S,8aR]-2-{1,2,6,7,8,8a-hexahydro-6-t-butyldimethylsilyloxy-8-[(2RS)-2-phenoxypropionyloxy]-2-methyl-1-naphthyl}ethyl)tetrahydro-4-t-butyldimethylsilyloxy-2H-pyran-2-one), solution, [F-].C(CCC)[N+](CCCC)(CCCC)CCCC (tetrabutylammonium fluoride). Solvent: O1CCCC1 (tetrahydrofuran). Product: O[C@@H]1C=C2C=C[C@@H]([C@@H]([C@H]2[C@H](C1)OC(C(C)OC1=CC=CC=C1)=O)CC[C@@H]1C[C@H](CC(O1)=O)O)C ((4R,6R)-6-([1S,2S,6S,8S,8aR]-2-{1,2,6,7,8,8a-Hexahydro-6-hydroxy-8-[(2RS)-2-phenoxypropionyloxy]-2-methyl-1-naphthyl}ethyl)tetrahydro-4-hydroxy-2H-pyran-2-one). Yield: 60.2%. As a reaction SMILES: [Si]([O:8][C@H:9]1[CH2:18][C@H:17]([O:19][C:20](=[O:30])[CH:21]([O:23][C:24]2[CH:29]=[CH:28][CH:27]=[CH:26][CH:25]=2)[CH3:22])[C@H:16]2[C:11]([CH:12]=[CH:13][C@H:14]([CH3:48])[C@@H:15]2[CH2:31][CH2:32][C@H:33]2[O:38][C:37](=[O:39])[CH2:36][C@H:35]([O:40][Si](C(C)(C)C)(C)C)[CH2:34]2)=[CH:10]1)(C(C)(C)C)(C)C.[F-].C([N+](CCCC)(CCCC)CCCC)CCC>O1CCCC1>[OH:8][C@H:9]1[CH2:18][C@H:17]([O:19][C:20](=[O:30])[CH:21]([O:23][C:24]2[CH:29]=[CH:28][CH:27]=[CH:26][CH:25]=2)[CH3:22])[C@H:16]2[C:11]([CH:12]=[CH:13][C@H:14]([CH3:48])[C@@H:15]2[CH2:31][CH2:32][C@H:33]2[O:38][C:37](=[O:39])[CH2:36][C@H:35]([OH:40])[CH2:34]2)=[CH:10]1 |f:1.2|. Procedure: A procedure similar to that described in Example 2, above, was followed, but using 800 mg of (4R,6R)-6-([1S,2S,6S,8S,8aR]-2-{1,2,6,7,8,8a-hexahydro-6-t-butyldimethylsilyloxy-8-[(2RS)-2-phenoxypropionyloxy]-2-methyl-1-naphthyl}ethyl)tetrahydro-4-t-butyldimethylsilyloxy-2H-pyran-2-one [prepared as described in Example127, above] and 24.7 ml of a 1.0 molar solution of tetrabutylammonium fluoride in tetrahydrofuran, to give 324 mg of the title compound as a white powder. As a reaction SMILES: Br[C:2]1[C:23]([S:24]([N:27](CC2C=CC(OC)=CC=2)[C:28]2[S:29][CH:30]=[CH:31][N:32]=2)(=[O:26])=[O:25])=[CH:22][C:5]2[O:6][CH2:7][CH2:8][N:9]([C:10]3[CH:15]=[CH:14][C:13]([C:16]([F:19])([F:18])[F:17])=[CH:12][C:11]=3[O:20][CH3:21])[C:4]=2[CH:3]=1.[C:42]([Zn]C#N)#[N:43]>CCOC(C)=O.CC(C)([P](C(C)(C)C)([Pd][P](C(C)(C)C)(C(C)(C)C)C(C)(C)C)C(C)(C)C)C.[Zn]>[C:42]([C:2]1[C:23]([S:24]([NH:27][C:28]2[S:29][CH:30]=[CH:31][N:32]=2)(=[O:26])=[O:25])=[CH:22][C:5]2[O:6][CH2:7][CH2:8][N:9]([C:10]3[CH:15]=[CH:14][C:13]([C:16]([F:18])([F:17])[F:19])=[CH:12][C:11]=3[O:20][CH3:21])[C:4]=2[CH:3]=1)#[N:43] |^1:55,61|. The solvent is CCOC(=O)C (EtOAc). Product: C(#N)C1=CC2=C(OCCN2C2=C(C=C(C=C2)C(F)(F)F)OC)C=C1S(=O)(=O)NC=1SC=CN1 (6-Cyano-4-(2-Methoxy-4-(Trifluoromethyl)Phenyl)-N-(Thiazol-2-Yl)-3,4-Dihydro-2H-Benzo[B][1,4]Oxazine-7-Sulfonamide). Reagents/catalysts: CC(C)([P](C(C)(C)C)([Pd][P](C(C)(C)C)(C(C)(C)C)C(C)(C)C)C(C)(C)C)C (bis(tri-t-butylphosphine)palladium(0)), CC(C)([P](C(C)(C)C)([Pd][P](C(C)(C)C)(C(C)(C)C)C(C)(C)C)C(C)(C)C)C (bis(tri-t-butylphosphine)palladium(0)), [Zn] (zinc). Run at time 35 minute. Yield: 32.2%. Starting materials: C(#N)[Zn]C#N (dicyanozinc), BrC1=CC2=C(OCCN2C2=C(C=C(C=C2)C(F)(F)F)OC)C=C1S(=O)(=O)N(C=1SC=CN1)CC1=CC=C(C=C1)OC (6-bromo-4-(2-methoxy-4-(trifluoromethyl)phenyl)-N-(4-methoxybenzyl)-N-(thiazol-2-yl)-3,4-dihydro-2H-benzo[b][1,4]oxazine-7-sulfonamide), C(#N)[Zn]C#N (dicyanozinc). Reported procedure: A vial was charged with 6-bromo-4-(2-methoxy-4-(trifluoromethyl)phenyl)-N-(4-methoxybenzyl)-N-(thiazol-2-yl)-3,4-dihydro-2H-benzo[b][1,4]oxazine-7-sulfonamide (67 mg, 0.100 mmol), dicyanozinc (23.46 mg, 0.200 mmol), bis(tri-t-butylphosphine)palladium(0) (5.11 mg, 9.99 μmol), and zinc (1.960 mg, 0.030 mmol). The vial was flushed with Ar (g), then N,N-dimethylacetamide (500 μl) was added. The vial was sealed and placed in a 60° C. heating bath for 5 h. Additional portions of dicyanozinc (23.46 mg,... The reactants are C[Al](C)C, COC(=O)c1c(SCc2ccc(Cl)cc2)nsc1Nc1ncccn1, [Cl-], [NH4+]. The product is NC(=O)c1c(SCc2ccc(Cl)cc2)nsc1Nc1ncccn1. Reaction SMILES: [CH3:1][Al:2]([CH3:3])[CH3:4].[CH3:7][O:8][C:9](=[O:10])[c:11]1[c:12]([S:23][CH2:24][c:25]2[cH:26][cH:27][c:28]([Cl:31])[cH:29][cH:30]2)[n:13][s:14][c:15]1[NH:16][c:17]1[n:18][cH:19][cH:20][cH:21][n:22]1.[Cl-:5].[NH4+:6]>>[NH2:6][C:9](=[O:8])[c:11]1[c:12]([S:23][CH2:24][c:25]2[cH:26][cH:27][c:28]([Cl:31])[cH:29][cH:30]2)[n:13][s:14][c:15]1[NH:16][c:17]1[n:18][cH:19][cH:20][cH:21][n:22]1. Reactants: Cl (hydrogen chloride), Cl.N(N)C=1C=CC2=C(C(=CS2)C2=CC=CC=C2)C1 (5-hydrazino-3-phenylbenzothiophene hydrochloride), C(C)N1CCC(CC1)=O (1-ethyl-4-piperidone). The solvent is C(C)(C)O (isopropanol), C(C)(C)O (isopropanol). Product: C(C)N1CC2=C(NC3=CC=C4C(=C23)C(=CS4)C4=CC=CC=C4)CC1 (9-Ethyl-1-phenyl-7,8,9,10-tetrahydrothieno[3,2-e]pyrido[4,3-b]indole). RXN SMILES: Cl.[NH:2]([C:4]1[CH:5]=[CH:6][C:7]2[S:11][CH:10]=[C:9]([C:12]3[CH:17]=[CH:16][CH:15]=[CH:14][CH:13]=3)[C:8]=2[CH:18]=1)N.[CH2:19]([N:21]1[CH2:26][CH2:25][C:24](=O)[CH2:23][CH2:22]1)[CH3:20].Cl>C(O)(C)C>[CH2:19]([N:21]1[CH2:26][CH2:25][C:24]2[NH:2][C:4]3[C:18]([C:23]=2[CH2:22]1)=[C:8]1[C:9]([C:12]2[CH:17]=[CH:16][CH:15]=[CH:14][CH:13]=2)=[CH:10][S:11][C:7]1=[CH:6][CH:5]=3)[CH3:20] |f:0.1|. Procedure: 13.8 g of 5-hydrazino-3-phenylbenzothiophene hydrochloride and 6.7 g of 1-ethyl-4-piperidone are stirred in 60 ml of absolute isopropanol for 1 hour, the same amount of isopropanol containing hydrogen chloride is then added and the mixture is boiled under reflux for 4 hours. After evaporating off the solvent, the residue is treated with N NaOH and the base is extracted with methylene chloride. The substance, recrystallised from toluene, melts at 233° C., with decomposition.